Task: describe an organic reaction: reactants, conditions, products, and yield. Dataset: the Open Reaction Database (ORD), a public repository of structured organic reaction records The reactants are ClC1=CC(=C(C=C1)C(C(=O)OC)C(=O)OC)[N+](=O)[O-] (dimethyl 4-chloro-2-nitrophenylmalonate), O (water). The reagents and catalysts are [Pt] (Pt/C). Solvent: C(C)(=O)O (acetic acid). Conditions: temperature 60 celsius. Yields the product ON1C(C(C2=CC=C(C=C12)Cl)C(=O)OC)=O (methyl N-hydroxy-6-chloro-2-oxindole-3-carboxylate). RXN SMILES: [Cl:1][C:2]1[CH:7]=[CH:6][C:5]([CH:8]([C:13]([O:15][CH3:16])=[O:14])[C:9](OC)=[O:10])=[C:4]([N+:17]([O-:19])=O)[CH:3]=1.O>[Pt].C(O)(=O)C>[OH:19][N:17]1[C:4]2[C:5](=[CH:6][CH:7]=[C:2]([Cl:1])[CH:3]=2)[CH:8]([C:13]([O:15][CH3:16])=[O:14])[C:9]1=[O:10]. Procedure: A mixture of dimethyl 4-chloro-2-nitrophenylmalonate (30 g, 0.10 mol), 5% Pt/C (0.15 g), water (3 mL), and acetic acid (95 mL) were charged to an autoclave reactor. The sealed autoclave was flushed with nitrogen, then charged with hydrogen (75 psig). The reaction mixture was mixed with the hydrogen, kept at constant pressure, by rapid stirring. Hydrogen was consumed over 1 hour at 30-40° C. The reaction mixture was then heated to 60° C. for 10 minutes to complete the hydrogenation with in situ c... Starting materials: C([O-])([O-])=O.[Cs+].[Cs+] (cesium carbonate), IC=1C=2C(N=CC1)=CNN2 (7-Iodo-2H-pyrazolo[4,3-b]pyridine), IC (iodomethane), NH4HCO3, NH4HCO3. The solvent is CN(C)C=O (DMF), O.C(C)#N (water acetonitrile), O (water). Conditions: time 1 hour. Product: IC=1C=2C(N=CC1)=CN(N2)C (7-iodo-2-methyl-2H-pyrazolo[4,3-b]pyridine), IC1=C2C(=NC=C1)C=NN2C (7-iodo-1-methyl-1H-pyrazolo[4,3-b]pyridine). Yield: 28.4%. RXN SMILES: [I:1][C:2]1[C:3]2[C:4](=[CH:8][NH:9][N:10]=2)[N:5]=[CH:6][CH:7]=1.I[CH3:12].[C:13](=O)([O-])[O-].[Cs+].[Cs+]>CN(C=O)C.O.C(#N)C.O>[I:1][C:2]1[C:3]2[C:4](=[CH:8][N:9]([CH3:13])[N:10]=2)[N:5]=[CH:6][CH:7]=1.[I:1][C:2]1[CH:7]=[CH:6][N:5]=[C:4]2[CH:8]=[N:9][N:10]([CH3:12])[C:3]=12 |f:2.3.4,6.7|. Procedure details: 7-Iodo-2H-pyrazolo[4,3-b]pyridine (100 mg, 0.408 mmol), iodomethane (0.025 ml, 0.408 mmol) and cesium carbonate (266 mg, 0.816 mmol) were combined in DMF (5 mL). The mixture was stirred at room temperature for 1 hour then purified by preparative HPLC eluting with a gradient of 20-70% 10 mmol NH4HCO3 in 20/80 (v/v) water/acetonitrile in 10 mmol NH4HCO3 in water using a Phenomenex Gemini Prep 5 μm C18, 75×30 mm column to give 7-iodo-2-methyl-2H-pyrazolo[4,3-b]pyridine (15 mg, 14.19% yield) and 7-i... Starting materials: C(C)(C)(C)OC(N=C(NCCOC1=CC(=C(C(=C1)F)CSC=1N(C(=CN1)C(C)(C)C1=CC(=C(C=C1)Cl)OC)C1=CC=C(C=C1)F)F)NC(=O)OC(C)(C)C)=O (tert-butyl(tert-butoxycarbonylamino)(2-(4-((5-(2-(4-chloro-3-methoxyphenyl)propan-2-yl)-1-(4-fluorophenyl)-1H-imidazol-2-ylthio)methyl)-3,5-difluorophenoxy)ethylamino)methylenecarbamate), C(=O)(C(F)(F)F)O (TFA). Run in CCOC(=O)C (EtOAc), C(Cl)Cl (DCM). Yields the product FC(C(=O)[O-])(F)F.NC(=[NH2+])NCCOC1=CC(=C(C(=C1)F)CSC=1N(C(=CN1)C(C)(C)C1=CC(=C(C=C1)Cl)OC)C1=CC=C(C=C1)F)F (Amino(2-(4-((5-(2-(4-chloro-3-methoxyphenyl)propan-2-yl)-1-(4-fluorophenyl)-1H-imidazol-2-ylthio)methyl)-3,5-difluorophenoxy)ethylamino)methaniminium 2,2,2-trifluoroacetate). Yield: 68.0%. RXN SMILES: C(OC(=O)[N:7]=[C:8]([NH:47]C(OC(C)(C)C)=O)[NH:9][CH2:10][CH2:11][O:12][C:13]1[CH:18]=[C:17]([F:19])[C:16]([CH2:20][S:21][C:22]2[N:23]([C:39]3[CH:44]=[CH:43][C:42]([F:45])=[CH:41][CH:40]=3)[C:24]([C:27]([C:30]3[CH:35]=[CH:34][C:33]([Cl:36])=[C:32]([O:37][CH3:38])[CH:31]=3)([CH3:29])[CH3:28])=[CH:25][N:26]=2)=[C:15]([F:46])[CH:14]=1)(C)(C)C.[C:56]([OH:62])([C:58]([F:61])([F:60])[F:59])=[O:57]>C(Cl)Cl.CCOC(C)=O>[F:59][C:58]([F:61])([F:60])[C:56]([O-:62])=[O:57].[NH2:47][C:8]([NH:9][CH2:10][CH2:11][O:12][C:13]1[CH:18]=[C:17]([F:19])[C:16]([CH2:20][S:21][C:22]2[N:23]([C:39]3[CH:44]=[CH:43][C:42]([F:45])=[CH:41][CH:40]=3)[C:24]([C:27]([C:30]3[CH:35]=[CH:34][C:33]([Cl:36])=[C:32]([O:37][CH3:38])[CH:31]=3)([CH3:29])[CH3:28])=[CH:25][N:26]=2)=[C:15]([F:46])[CH:14]=1)=[NH2+:7] |f:4.5|. Procedure details: To a solution of tert-butyl(tert-butoxycarbonylamino)(2-(4-((5-(2-(4-chloro-3-methoxyphenyl)propan-2-yl)-1-(4-fluorophenyl)-1H-imidazol-2-ylthio)methyl)-3,5-difluorophenoxy)ethylamino)methylenecarbamate (273 mg) in DCM (1 mL) was added TFA (5 mL). After 1 h the reaction mixture was diluted with EtOAc, washed with H2O, satd NaHCO3 and brine. The combined organic layers were concentrated and purified by preparative HPLC (30-100%, CH3CN/H2O with 0.05% TFA) to yield the title compound as a white sol... Reactants: CCOC(=O)C1CCC(NC(=O)C2(CC(NC(=O)OCc3ccccc3)C(=O)OC(C)(C)C)CCCC2)CC1, CCO. The product is CCOC(=O)C1CCC(NC(=O)C2(CC(N)C(=O)OC(C)(C)C)CCCC2)CC1. As a reaction SMILES: [C:1]([CH3:2])([CH3:3])([CH3:4])[O:5][C:6]([CH:7]([CH2:8][C:9]1([C:14]([NH:15][CH:16]2[CH2:17][CH2:18][CH:19]([C:22](=[O:23])[O:24][CH2:25][CH3:26])[CH2:20][CH2:21]2)=[O:27])[CH2:10][CH2:11][CH2:12][CH2:13]1)[NH:28][C:29]([O:30][CH2:31][c:32]1[cH:33][cH:34][cH:35][cH:36][cH:37]1)=[O:38])=[O:39].[CH3:40][CH2:41][OH:42]>>[C:1]([CH3:2])([CH3:3])([CH3:4])[O:5][C:6]([CH:7]([CH2:8][C:9]1([C:14]([NH:15][CH:16]2[CH2:17][CH2:18][CH:19]([C:22](=[O:23])[O:24][CH2:25][CH3:26])[CH2:20][CH2:21]2)=[O:27])[CH2:10][CH2:11][CH2:12][CH2:13]1)[NH2:28])=[O:39]. Reactants: CNC(=O)OCCCC\C=C/C[C@H]1C(C[C@H]([C@@H]1\C=C\[C@H](CCCCC)OC1OCCCC1)OC1OCCCC1)=O ((5Z,13E)-(8R,11R,12R,15S)-1-(N-methylcarbamoyloxy)-11,15-bis(tetrahydropyran-2-yloxy)-5,13-prostadien-9-one), CC(=O)OCC1=C2C=CC=CC2=C(C3=CC=CC=C31)COC(=O)C.O.O1CCCC1 (acetic water tetrahydrofuran). Yields the product CNC(=O)OCCCC\C=C/C[C@H]1C(C[C@H]([C@@H]1\C=C\[C@H](CCCCC)O)O)=O ((5Z,13E)-(8R,11R,12R,15S)-1-(N-Methylcarbamoyloxy)-11,15-dihydroxy-5,13-prostadien-9-one). Reaction SMILES: [CH3:1][NH:2][C:3]([O:5][CH2:6][CH2:7][CH2:8][CH2:9]/[CH:10]=[CH:11]\[CH2:12][C@@H:13]1[C@@H:17](/[CH:18]=[CH:19]/[C@@H:20]([O:26]C2CCCCO2)[CH2:21][CH2:22][CH2:23][CH2:24][CH3:25])[C@H:16]([O:33]C2CCCCO2)[CH2:15][C:14]1=[O:40])=[O:4].CC(OCC1C2C(=CC=CC=2)C(COC(C)=O)=C2C=1C=CC=C2)=O.O.O1CCCC1>>[CH3:1][NH:2][C:3]([O:5][CH2:6][CH2:7][CH2:8][CH2:9]/[CH:10]=[CH:11]\[CH2:12][C@@H:13]1[C@@H:17](/[CH:18]=[CH:19]/[C@@H:20]([OH:26])[CH2:21][CH2:22][CH2:23][CH2:24][CH3:25])[C@H:16]([OH:33])[CH2:15][C:14]1=[O:40])=[O:4] |f:1.2.3|. Procedure: At 40°, 300 mg. of (5Z,13E)-(8R,11R,12R,15S)-1-(N-methylcarbamoyloxy)-11,15-bis(tetrahydropyran-2-yloxy)-5,13-prostadien-9-one was agitated with 9 ml. of a mixture of glacial acetic/water/tetrahydrofuran (65/35/10) for 6 hours. The mixture was then evaporated to dryness under vacuum. After purifying the residue by chromatography on silica gel (ether/ethyl acetate 7+3), 145 mg. of the title compound was obtained as a colorless oil.